From a dataset of the Open Reaction Database (ORD), a public repository of structured organic reaction records. describe an organic reaction: reactants, conditions, products, and yield Starting materials: NC1=CC=CC=C1 (aniline), C(C)(C)(C)ON=O (t-butylnitrite), C(C=C)Br (allyl bromide), [N+](=O)([O-])C=1C=C(N)C=C(C1)[N+](=O)[O-] (3,5-dinitroaniline). Solvent: CC#N (CH3CN). Reaction conditions: temperature 13 celsius, time 1 hour. The product is [N+](=O)([O-])C=1C=C(C=C(C1)[N+](=O)[O-])CC(=C)Br (3,5-dinitro-1-(2-bromo-2-propenyl)benzene). The yield is 92.9%. RXN SMILES: [C:1](ON=O)([CH3:4])([CH3:3])[CH3:2].[CH2:8]([Br:11])[CH:9]=C.[N+:12]([C:15]1C=C(C=[C:20]([N+:22]([O-:24])=[O:23])[CH:21]=1)N)([O-:14])=[O:13].NC1C=CC=CC=1>CC#N>[N+:12]([C:15]1[CH:4]=[C:1]([CH2:2][C:8]([Br:11])=[CH2:9])[CH:3]=[C:20]([N+:22]([O-:24])=[O:23])[CH:21]=1)([O-:14])=[O:13]. Procedure: To a solution of t-butylnitrite (535 μl, 4.5 mmol) and allyl bromide (3.9 ml, 45.0 mmol) in CH3CN (3 ml), 3,5-dinitroaniline (549 mg, 3.0 mmol) was added during 20 minutes, while maintaining the temperature of the reaction mixture at 11-15° C. At the end of the addition of the aniline extra t-butylnitrite (180 μl, 1.5 mmol) was added to the reaction mixture which then was stirred at 22° C. for one hour. The volatile material in the reaction mixture was removed at reduced pressure. Column chromat... Starting materials: NC1=CC(=C(OCCCC(C(=O)OC)(C)C)C=C1C)C (5-(4-amino-2,5-dimethylphenoxy)-2,2-dimethylpentanoic acid, methyl ester), C1(C=2C(C(=O)O1)=CC=CC2)=O (phthalic anhydride). Run in C1(=CC=CC=C1)C (toluene). The product is O=C1N(C(C2=CC=CC=C12)=O)C1=CC(=C(OCCCC(C(=O)OC)(C)C)C=C1C)C (5-[4-(1,3 Dihydro 1,3-dioxo-2H-isoindol-2-yl)-2,5 -dimethylphenoxy]-2,2-dimethylpentanoic acid, methyl ester). Yield: 68.4%. Reaction SMILES: [NH2:1][C:2]1[C:18]([CH3:19])=[CH:17][C:5]([O:6][CH2:7][CH2:8][CH2:9][C:10]([CH3:16])([CH3:15])[C:11]([O:13][CH3:14])=[O:12])=[C:4]([CH3:20])[CH:3]=1.[C:21]1(=O)[O:26][C:24](=[O:25])[C:23]2=[CH:27][CH:28]=[CH:29][CH:30]=[C:22]12>C1(C)C=CC=CC=1>[O:25]=[C:24]1[C:23]2[C:22](=[CH:30][CH:29]=[CH:28][CH:27]=2)[C:21](=[O:26])[N:1]1[C:2]1[C:18]([CH3:19])=[CH:17][C:5]([O:6][CH2:7][CH2:8][CH2:9][C:10]([CH3:15])([CH3:16])[C:11]([O:13][CH3:14])=[O:12])=[C:4]([CH3:20])[CH:3]=1. Reported procedure: A solution of 2.8 g (10 mmol) of 5-(4-amino-2,5-dimethylphenoxy)-2,2-dimethylpentanoic acid, methyl ester as the free base (Example 2) and 1.5 g (10 mmol) of phthalic anhydride in 100 mL of toluene is stirred at reflux beneath a phase separating head for 2 hours. The solvent is removed and on standing a red brown oil crystallizes. Recrystallization from isoctaneisopropyl ether with the addition of charcoal affords 2.8 g of the title compound as pale pink crystals; mp 109°-111° C.